This data is from the Open Reaction Database (ORD), a public repository of structured organic reaction records. The task is: describe an organic reaction: reactants, conditions, products, and yield Starting materials: C(C)OC(=O)C1N(CC(C1)S(=O)(=O)C1=C(C=CC=C1)C(F)(F)F)C1=C(C=CC=C1)C(C)(C)C (1-(2-tert-butyl-phenyl)-4-(2-trifluoromethyl-benzenesulfonyl)-pyrrolidine-2-carboxylic acid ethyl ester), [OH-].[Li+] (lithium hydroxide). The product is C(C)(C)(C)C1=C(C=CC=C1)N1C(CC(C1)S(=O)(=O)C1=C(C=CC=C1)C(F)(F)F)C(=O)O (1-(2-tert-Butyl-phenyl)-4-(2-trifluoromethyl-benzenesulfonyl)-pyrrolidine-2-carboxylic acid). As a reaction SMILES: C([O:3][C:4]([CH:6]1[CH2:10][CH:9]([S:11]([C:14]2[CH:19]=[CH:18][CH:17]=[CH:16][C:15]=2[C:20]([F:23])([F:22])[F:21])(=[O:13])=[O:12])[CH2:8][N:7]1[C:24]1[CH:29]=[CH:28][CH:27]=[CH:26][C:25]=1[C:30]([CH3:33])([CH3:32])[CH3:31])=[O:5])C.[OH-].[Li+]>>[C:30]([C:25]1[CH:26]=[CH:27][CH:28]=[CH:29][C:24]=1[N:7]1[CH2:8][CH:9]([S:11]([C:14]2[CH:19]=[CH:18][CH:17]=[CH:16][C:15]=2[C:20]([F:22])([F:23])[F:21])(=[O:13])=[O:12])[CH2:10][CH:6]1[C:4]([OH:5])=[O:3])([CH3:33])([CH3:31])[CH3:32] |f:1.2|. Procedure: In analogy to the procedure described in example 253e, 1-(2-tert-butyl-phenyl)-4-(2-trifluoromethyl-benzenesulfonyl)-pyrrolidine-2-carboxylic acid ethyl ester was saponified in the presence of lithium hydroxide to give the title compound as off-white solid which was used in the next step without further purification. MS (ESI): m/z=456.2 [M+H]+. The reactants are CO (methanol), NC=1N=C(SC1)C1CCN(CC1)C(CN1N=C(C=C1C)C(F)(F)F)=O (1-[4-(4-amino-thiazol-2-yl)-piperidin-1-yl]-2-(5-methyl-3-trifluoromethyl-pyrazol-1-yl)-ethanone), C1(=CC=CC=C1)N=C=O (phenylisocyanate). The solvent is C1CCOC1 (THF), C1CCOC1 (THF). Reaction conditions: time 8 hour. Product: CC1=CC(=NN1CC(=O)N1CCC(CC1)C=1SC=C(N1)NC(=O)NC1=CC=CC=C1)C(F)(F)F (1-(2-{1-[2-(5-methyl-3-trifluoromethyl-pyrazol-1-yl)-acetyl]-piperidin-4-yl}-thiazol-4-yl)-3-phenyl-urea). RXN SMILES: [NH2:1][C:2]1[N:3]=[C:4]([CH:7]2[CH2:12][CH2:11][N:10]([C:13](=[O:25])[CH2:14][N:15]3[C:19]([CH3:20])=[CH:18][C:17]([C:21]([F:24])([F:23])[F:22])=[N:16]3)[CH2:9][CH2:8]2)[S:5][CH:6]=1.[C:26]1([N:32]=[C:33]=[O:34])[CH:31]=[CH:30][CH:29]=[CH:28][CH:27]=1.CO>C1COCC1>[CH3:20][C:19]1[N:15]([CH2:14][C:13]([N:10]2[CH2:11][CH2:12][CH:7]([C:4]3[S:5][CH:6]=[C:2]([NH:1][C:33]([NH:32][C:26]4[CH:31]=[CH:30][CH:29]=[CH:28][CH:27]=4)=[O:34])[N:3]=3)[CH2:8][CH2:9]2)=[O:25])[N:16]=[C:17]([C:21]([F:24])([F:23])[F:22])[CH:18]=1. Procedure details: To a solution of 1-[4-(4-amino-thiazol-2-yl)-piperidin-1-yl]-2-(5-methyl-3-trifluoromethyl-pyrazol-1-yl)-ethanone (100 mg, 0.27 mmol) in THF (5 mL) is added dropwise a solution of phenylisocyanate (30 μL, 0.28 mmol) in THF (1 mL) at 0° C. After stirring overnight at RT, methanol (1 mL) is added to the reaction mixture. After stirring 15 min. at RT, the solvents are evaporated and the residue was triturated with diethylether (5 mL) to induce precipitation. The resulting solid is filtered and drie... The reactants are C1CCOC1, CC(C)OC(=O)N=NC(=O)OC(C)C, OCc1nc(CN2CCOCC2)cs1, COC(=O)c1cccc(O)c1C(=O)OC, c1ccc(P(c2ccccc2)c2ccccc2)cc1. The product is COC(=O)c1cccc(OCc2nc(CN3CCOCC3)cs2)c1C(=O)OC. As a reaction SMILES: [CH2:63]1[O:64][CH2:65][CH2:66][CH2:67]1.[O:35]=[C:36]([O:37][CH:38]([CH3:39])[CH3:40])[N:41]=[N:42][C:43]([O:44][CH:45]([CH3:46])[CH3:47])=[O:48].[O:49]1[CH2:50][CH2:51][N:52]([CH2:55][c:56]2[n:57][c:58]([CH2:61][OH:62])[s:59][cH:60]2)[CH2:53][CH2:54]1.[OH:20][c:21]1[c:22]([C:31](=[O:32])[O:33][CH3:34])[c:23]([C:24](=[O:25])[O:26][CH3:27])[cH:28][cH:29][cH:30]1.[c:1]1([P:2]([c:3]2[cH:4][cH:5][cH:6][cH:7][cH:8]2)[c:9]2[cH:10][cH:11][cH:12][cH:13][cH:14]2)[cH:15][cH:16][cH:17][cH:18][cH:19]1>>[O:20]([c:21]1[c:22]([C:31](=[O:32])[O:33][CH3:34])[c:23]([C:24](=[O:25])[O:26][CH3:27])[cH:28][cH:29][cH:30]1)[CH2:61][c:58]1[n:57][c:56]([CH2:55][N:52]2[CH2:51][CH2:50][O:49][CH2:54][CH2:53]2)[cH:60][s:59]1. The reactants are BrC1=NC=C(C=C1)SC (2-bromo-5-methylsulfanyl-pyridine), BrC=1C=CC(=NC1)S(=O)C (5-bromo-2-methanesulfinyl-pyridine). The product is BrC1=NC=C(C=C1)S(=O)C (2-Bromo-5-methanesulfinyl-pyridine). RXN SMILES: [Br:1][C:2]1[CH:7]=[CH:6][C:5]([S:8][CH3:9])=[CH:4][N:3]=1.BrC1C=CC(S(C)=[O:18])=NC=1>>[Br:1][C:2]1[CH:7]=[CH:6][C:5]([S:8]([CH3:9])=[O:18])=[CH:4][N:3]=1. Procedure: The title compound was prepared from 2-bromo-5-methylsulfanyl-pyridine following a procedure analogous to that described for 5-bromo-2-methanesulfinyl-pyridine in Example 182. Mass spectrum (ESI+): m/z=220/222 (Br) [M+H]+. Starting materials: C(C1=CC=CC=C1)NCC1=C(C=C(C=C1)OC)OC (benzyl (2,4-dimethoxybenzyl)-amine), BrC(C(=O)OCC)C(=O)OCC (diethyl bromomalonate). The product is C(C1=CC=CC=C1)N(CC1=C(C=C(C=C1)OC)OC)C(C(=O)OCC)C(=O)OCC (diethyl N-benzyl-N-(2,4-dimethoxybenzyl)-amino-malonate). The yield is 72.5%. Reaction SMILES: [CH2:1]([NH:8][CH2:9][C:10]1[CH:15]=[CH:14][C:13]([O:16][CH3:17])=[CH:12][C:11]=1[O:18][CH3:19])[C:2]1[CH:7]=[CH:6][CH:5]=[CH:4][CH:3]=1.Br[CH:21]([C:27]([O:29][CH2:30][CH3:31])=[O:28])[C:22]([O:24][CH2:25][CH3:26])=[O:23]>>[CH2:1]([N:8]([CH:21]([C:22]([O:24][CH2:25][CH3:26])=[O:23])[C:27]([O:29][CH2:30][CH3:31])=[O:28])[CH2:9][C:10]1[CH:15]=[CH:14][C:13]([O:16][CH3:17])=[CH:12][C:11]=1[O:18][CH3:19])[C:2]1[CH:7]=[CH:6][CH:5]=[CH:4][CH:3]=1. Reported procedure: The compound obtained in the step (1a), is converted into the corresponding base and 175 g (0.68 moles) of benzyl (2,4-dimethoxybenzyl)-amine obtained are stirred with 89.6 g (0.38 moles, 64 ml) of diethyl bromomalonate at room temperature until the reaction mixture solidifies. The solidified mixture is triturated with about one liter of ether and the crystalline precipitate is filtered off. (In this way the excess of the starting amine can be recovered as the hydrobromide with a yield of 95%). ... Reactants: CC(C)(C)ON=O, N#Cc1nn(-c2c(Cl)cc(C(F)(F)F)cc2Cl)c(N)c1SC(F)(F)F, C1CCOC1. The product is N#Cc1nn(-c2c(Cl)cc(C(F)(F)F)cc2Cl)cc1SC(F)(F)F. RXN SMILES: [N:26]([O:27][C:28]([CH3:29])([CH3:30])[CH3:31])=[O:32].[NH2:1][c:2]1[c:3]([S:21][C:22]([F:23])([F:24])[F:25])[c:4]([C:19]#[N:20])[n:5][n:6]1-[c:7]1[c:8]([Cl:18])[cH:9][c:10]([C:14]([F:15])([F:16])[F:17])[cH:11][c:12]1[Cl:13].[O:33]1[CH2:34][CH2:35][CH2:36][CH2:37]1>>[cH:2]1[c:3]([S:21][C:22]([F:23])([F:24])[F:25])[c:4]([C:19]#[N:20])[n:5][n:6]1-[c:7]1[c:8]([Cl:18])[cH:9][c:10]([C:14]([F:15])([F:16])[F:17])[cH:11][c:12]1[Cl:13]. Starting materials: C1(=CC=C(C=C1)S(=O)(=O)O)C (p-toluenesulfonic acid), benzyl ester, N[C@@H](C(C)C)C(=O)O (valine), N[C@@H](C(C)C)C(=O)O (L-valine), C(C1=CC=CC=C1)O (benzyl alcohol), O.C1(=CC=C(C=C1)S(=O)(=O)O)C (p-toluenesulfonic acid monohydrate), C1(=CC=CC=C1)OC(=O)Cl (phenylchloroformate). Solvent: C(C)OCC (ethyl ether), C1(=CC=CC=C1)C (toluene). Reaction conditions: time 1 hour. The product is C(C1=CC=CC=C1)OC([C@@H](NC(=O)OC1=CC=CC=C1)C(C)C)=O (N-(Phenyloxycarbonyl)-L-valine benzyl ester). Isolated yield 83.2%. Reaction SMILES: [NH2:1][C@H:2]([C:6]([OH:8])=[O:7])[CH:3]([CH3:5])[CH3:4].[CH2:9](O)[C:10]1[CH:15]=[CH:14][CH:13]=[CH:12][CH:11]=1.O.C1(C)C=CC(S(O)(=O)=O)=CC=1.C1(C)C=CC(S(O)(=O)=O)=CC=1.[C:40]1([O:46][C:47](Cl)=[O:48])[CH:45]=[CH:44][CH:43]=[CH:42][CH:41]=1>C1(C)C=CC=CC=1.C(OCC)C>[CH2:9]([O:7][C:6](=[O:8])[C@H:2]([CH:3]([CH3:5])[CH3:4])[NH:1][C:47]([O:46][C:40]1[CH:45]=[CH:44][CH:43]=[CH:42][CH:41]=1)=[O:48])[C:10]1[CH:15]=[CH:14][CH:13]=[CH:12][CH:11]=1 |f:2.3|. Procedure details: A slurry of 117.15 g (1 mol) of L-valine, 216.3 g (2.0 mol) of benzyl alcohol and 190.22 g (1.02 mol) of p-toluenesulfonic acid monohydrate in 450 mL of toluene was stirred and heated to reflux in an apparatus fitted with a Dean-Stark trap. After 20 hours the reaction was cooled to room temperature. The solution was poured into 1.5 L of ethyl ether, whereupon the p-toluenesulfonic acid salt of the benzyl ester of valine precipitated. To this thick suspension was added 1.3 L of water and solid so... Reactants: COC(=O)c1ccccc1S, CI, CCOC(C)=O, [K+], [K+], O=C([O-])[O-], CN(C)C=O. Yields the product COC(=O)c1ccccc1SC. RXN SMILES: [C:1]([c:2]1[c:3]([SH:4])[cH:5][cH:6][cH:7][cH:8]1)(=[O:9])[O:10][CH3:11].[CH3:18][I:19].[CH3:25][CH2:26][O:27][C:28]([CH3:29])=[O:30].[K+:12].[K+:13].[O-:14][C:15]([O-:16])=[O:17].[O:20]=[CH:21][N:22]([CH3:23])[CH3:24]>>[C:1]([c:2]1[c:3]([S:4][CH3:15])[cH:5][cH:6][cH:7][cH:8]1)(=[O:9])[O:10][CH3:11]. Starting materials: C1(=CC=CC=C1)[C@H]1C[C@H](NC1)C(=O)O (cis-4-Phenyl-L-proline), [Li] (lithium), N (ammonia). Yields the product C1(=CCC=CC1)[C@H]1C[C@H](NC1)C(=O)O (cis-4-(1,4-cyclohexadienyl)-L-proline). As a reaction SMILES: [C:1]1([C@@H:7]2[CH2:11][NH:10][C@H:9]([C:12]([OH:14])=[O:13])[CH2:8]2)[CH:6]=[CH:5][CH:4]=[CH:3][CH:2]=1.[Li].N>>[C:1]1([C@@H:7]2[CH2:11][NH:10][C@H:9]([C:12]([OH:14])=[O:13])[CH2:8]2)[CH2:2][CH:3]=[CH:4][CH2:5][CH:6]=1 |^1:14|. Procedure details: cis-4-Phenyl-L-proline is treated with lithium and ammonia according to the procedure of Example 1 of U.S. Pat. No. 3,485,819 to yield cis-4-(1,4-cyclohexadienyl)-L-proline. Reactants: C(C)OC(CC1=C(C(=NC=C1)N(CC(C1=NC=CC=C1)(F)F)C(=O)OC(C)(C)C)F)=O (Ethyl{2-[(tert-butoxycarbonyl)(2,2-difluoro-2-pyridin-2-ylethyl)amino]-3-fluoropyridin-4-yl}acetate), Cl (HCl). The solvent is CCOC(=O)C (EtOAc). Conditions: temperature 0 celsius, time 1.5 hour. The product is C(C)OC(CC1=C(C(=NC=C1)NCC(C1=NC=CC=C1)(F)F)F)=O (Ethyl{2-[(2,2-difluoro-2-pyridin-2-ylethyl)amino]-3-fluoropyridin-4-yl}acetate). RXN SMILES: [CH2:1]([O:3][C:4](=[O:31])[CH2:5][C:6]1[CH:11]=[CH:10][N:9]=[C:8]([N:12](C(OC(C)(C)C)=O)[CH2:13][C:14]([F:22])([F:21])[C:15]2[CH:20]=[CH:19][CH:18]=[CH:17][N:16]=2)[C:7]=1[F:30])[CH3:2].Cl>CCOC(C)=O>[CH2:1]([O:3][C:4](=[O:31])[CH2:5][C:6]1[CH:11]=[CH:10][N:9]=[C:8]([NH:12][CH2:13][C:14]([F:22])([F:21])[C:15]2[CH:20]=[CH:19][CH:18]=[CH:17][N:16]=2)[C:7]=1[F:30])[CH3:2]. Reported procedure: Through a 0° C. solution of 0.218 g (0.496 mmol) ethyl {2-[(tert-butoxycarbonyl)(2,2-difluoro-2-pyridin-2-ylethyl)amino]-3-fluoropyridin-4-yl}acetate 29-1 in 10 mL EtOAc was passed a steady stream of HCl gas for 10 min. The reaction was stirred at 0° C. for 1.5 h and then at room temperature for 10 min. The reaction mixture was then flushed with N2 and poured onto 150 mL EtOAc/50 mL 2M NaOH/7 mL conc NaOH. The layers were mixed and then separated. The aqueous layer was back extracted with 50 mL ...